Dataset: the Open Reaction Database (ORD), a public repository of structured organic reaction records. Task: describe an organic reaction: reactants, conditions, products, and yield Starting materials: C1CCOC1, Cc1cnc(NC(=O)c2cc(OCc3ccccc3)cc(OC3CCN(C)C3=O)c2)cn1, CO, [H][H]. Product: Cc1cnc(NC(=O)c2cc(O)cc(OC3CCN(C)C3=O)c2)cn1. Reaction SMILES: [CH2:35]1[O:36][CH2:37][CH2:38][CH2:39]1.[CH3:1][N:2]1[C:3](=[O:32])[CH:4]([O:7][c:8]2[cH:9][c:10]([C:11](=[O:12])[NH:13][c:14]3[n:15][cH:16][c:17]([CH3:20])[n:18][cH:19]3)[cH:21][c:22]([O:24][CH2:25][c:26]3[cH:27][cH:28][cH:29][cH:30][cH:31]3)[cH:23]2)[CH2:5][CH2:6]1.[CH3:40][OH:41].[H:33][H:34]>>[CH3:1][N:2]1[C:3](=[O:32])[CH:4]([O:7][c:8]2[cH:9][c:10]([C:11](=[O:12])[NH:13][c:14]3[n:15][cH:16][c:17]([CH3:20])[n:18][cH:19]3)[cH:21][c:22]([OH:24])[cH:23]2)[CH2:5][CH2:6]1. Starting materials: C(C(=C)C)(=O)NC(OCC)=O (ethyl N-methacryloylcarbamate), C(C1=CC=CC=C1)N (benzylamine). Run in C1(=CC=CC=C1)C (toluene). Run at temperature 100 celsius. Yields the product C(C1=CC=CC=C1)NC(=O)NC(C(=C)C)=O (N-benzyl-N'-methacryloyl urea). Isolated yield 42.6%. As a reaction SMILES: [C:1]([NH:6][C:7](=[O:11])OCC)(=[O:5])[C:2]([CH3:4])=[CH2:3].[CH2:12]([NH2:19])[C:13]1[CH:18]=[CH:17][CH:16]=[CH:15][CH:14]=1>C1(C)C=CC=CC=1>[CH2:12]([NH:19][C:7]([NH:6][C:1](=[O:5])[C:2]([CH3:4])=[CH2:3])=[O:11])[C:13]1[CH:18]=[CH:17][CH:16]=[CH:15][CH:14]=1. Procedure details: A reaction vessel was charged with 78.5 g of ethyl N-methacryloylcarbamate and 53.5 g of benzylamine to which 100 g of toluene were added and heated at 100° C. for 30 minutes, The resulting mixture was condensed under reduced pressure and isolated by column chromatography to obtain 46.4 g of N-benzyl-N'-methacryloyl urea having a melting point of 96°-98° C. Starting materials: FC1=C(C=CC(=C1)F)C=1C=C(C(N(N1)CC(C)C)=O)CN1C(C=2C(C1=O)=CC=CC2)=O (6-(2,4-difluorophenyl)-2-isobutyl-4-phthalimidomethyl-2H-pyridazin-3-one), C(=O)(O)C=1C(N(N=C(C1)C1=CC(=C(C=C1)OC)F)CC1CCCC1)=O (4-carboxy-2-cyclopentylmethyl-6-(3-fluoro-4-methoxyphenyl)-2H-pyridazin-3-one). The product is C1(CCCC1)CN1N=C(C=C(C1=O)CO)C1=CC(=C(C=C1)OC)F (2-cyclopentylmethyl-6-(3-fluoro-4-methoxyphenyl)-4-hydroxymethyl-2H-pyridazin-3-one). The yield is 47.3%. Reaction SMILES: FC1C=C(F)C=CC=1C1C=C(CN2C(=O)C3=CC=CC=C3C2=O)C(=O)N(CC(C)C)N=1.[C:32]([C:35]1[C:36](=[O:56])[N:37]([CH2:50][CH:51]2[CH2:55][CH2:54][CH2:53][CH2:52]2)[N:38]=[C:39]([C:41]2[CH:46]=[CH:45][C:44]([O:47][CH3:48])=[C:43]([F:49])[CH:42]=2)[CH:40]=1)(O)=[O:33]>>[CH:51]1([CH2:50][N:37]2[C:36](=[O:56])[C:35]([CH2:32][OH:33])=[CH:40][C:39]([C:41]3[CH:46]=[CH:45][C:44]([O:47][CH3:48])=[C:43]([F:49])[CH:42]=3)=[N:38]2)[CH2:55][CH2:54][CH2:53][CH2:52]1. Reported procedure: Following the procedure of Example 1 (8), 4-carboxy-2-cyclopentylmethyl-6-(3-fluoro-4-methoxyphenyl)-2H-pyridazin-3-one was reacted to yield the title compound as a yellow powder (yield: 47.3%).